This data is from the Open Reaction Database (ORD), a public repository of structured organic reaction records. The task is: describe an organic reaction: reactants, conditions, products, and yield The reactants are CCN(CC)S(F)(F)F, ClCCl, [Na+], O=C([O-])O, O=C1CCCN1C1CCC(O)CC1. The product is O=C1CCCN1C1CCC(F)CC1. Reaction SMILES: [CH2:14]([N:15]([S:16]([F:17])([F:18])[F:20])[CH2:19][CH3:21])[CH3:22].[Cl:28][CH2:29][Cl:30].[Na+:27].[O-:23][C:24]([OH:25])=[O:26].[OH:1][CH:2]1[CH2:3][CH2:4][CH:5]([N:8]2[C:9](=[O:13])[CH2:10][CH2:11][CH2:12]2)[CH2:6][CH2:7]1>>[CH:2]1([F:20])[CH2:3][CH2:4][CH:5]([N:8]2[C:9](=[O:13])[CH2:10][CH2:11][CH2:12]2)[CH2:6][CH2:7]1.